From a dataset of the Open Reaction Database (ORD), a public repository of structured organic reaction records. describe an organic reaction: reactants, conditions, products, and yield The reactants are COC(CCC1=CC(=CC=C1)CNCC1=CC=C(C=C1)C1=NC=CN=C1)=O (3-{3-[(4-pyrazin-2-yl-benzylamino)-methyl]-phenyl}-propionic acid methyl ester), Cl.N1=C(C=CC=C1)S(=O)(=O)Cl (pyridine-2-sulfonyl chloride hydrochloride). Run in C(C)N(CC)CC (triethylamine). Yields the product COC(CCC1=CC(=CC=C1)CN(S(=O)(=O)C1=NC=CC=C1)CC1=CC=C(C=C1)C1=NC=CN=C1)=O (3-(3-{[(4-Pyrazin-2-yl-benzyl)-(pyridine-2-sulfonyl)-amino]-methyl}-phenyl)-propionic acid methyl ester). As a reaction SMILES: [CH3:1][O:2][C:3](=[O:27])[CH2:4][CH2:5][C:6]1[CH:11]=[CH:10][CH:9]=[C:8]([CH2:12][NH:13][CH2:14][C:15]2[CH:20]=[CH:19][C:18]([C:21]3[CH:26]=[N:25][CH:24]=[CH:23][N:22]=3)=[CH:17][CH:16]=2)[CH:7]=1.Cl.[N:29]1[CH:34]=[CH:33][CH:32]=[CH:31][C:30]=1[S:35](Cl)(=[O:37])=[O:36]>C(N(CC)CC)C>[CH3:1][O:2][C:3](=[O:27])[CH2:4][CH2:5][C:6]1[CH:11]=[CH:10][CH:9]=[C:8]([CH2:12][N:13]([CH2:14][C:15]2[CH:20]=[CH:19][C:18]([C:21]3[CH:26]=[N:25][CH:24]=[CH:23][N:22]=3)=[CH:17][CH:16]=2)[S:35]([C:30]2[CH:31]=[CH:32][CH:33]=[CH:34][N:29]=2)(=[O:37])=[O:36])[CH:7]=1 |f:1.2|. Procedure details: The title compound of Step A was prepared from 3-{3-[(4-pyrazin-2-yl-benzylamino)-methyl]-phenyl}-propionic acid methyl ester, prepared in Step A of Example 11x, and pyridine-2-sulfonyl chloride hydrochloride, of Preparation 47, following the method described in Example 1, Step B using triethylamine in place of N,N-diisopropylethylamine. 1H NMR (400 MHz, CDCl3) δ 8.98 (d, 1H), 8.69 (m, 1H), 8.62 (m, 1H), 8.50 (d, 1H), 7.99 (m, 1H), 7.86 (m, 3H), 7.48 (m, 1H), 7.26 (m, 2H), 7.11 (m, 1H), 7.01 (d,... Starting materials: C1(=CC=CC=C1)NNC(C1=CC(=C(C=C1)Cl)S(N)(=O)=O)=O (1-Phenyl-2-(3-sulfamoyl-4-chlorobenzoyl)-hydrazine), C(C=C)Br (allyl bromide), C(C=C)Br (allyl bromide), CN(P(N(C)C)(N(C)C)=O)C (hexamethylphosphorictriamide), C([O-])(O)=O.[Na+] (sodium bicarbonate). Solvent: C(C)(=O)OCC (ethyl acetate). Product: C(C=C)N(NC(C1=CC(=C(C=C1)Cl)S(N)(=O)=O)=O)C1=CC=CC=C1 (1-Allyl-1-phenyl-2-(3-sulfamoyl-4-chlorobenzoyl)-hydrazine). RXN SMILES: [C:1]1([NH:7][NH:8][C:9](=[O:21])[C:10]2[CH:15]=[CH:14][C:13]([Cl:16])=[C:12]([S:17](=[O:20])(=[O:19])[NH2:18])[CH:11]=2)[CH:6]=[CH:5][CH:4]=[CH:3][CH:2]=1.CN(C)P(=O)(N(C)C)N(C)C.C(=O)(O)[O-].[Na+].[CH2:38](Br)[CH:39]=[CH2:40]>C(OCC)(=O)C>[CH2:40]([N:7]([C:1]1[CH:2]=[CH:3][CH:4]=[CH:5][CH:6]=1)[NH:8][C:9](=[O:21])[C:10]1[CH:15]=[CH:14][C:13]([Cl:16])=[C:12]([S:17](=[O:20])(=[O:19])[NH2:18])[CH:11]=1)[CH:39]=[CH2:38] |f:2.3|. Reported procedure: In a three necked 1 liter round bottom reaction vessel equipped with a mechanical stirrer and reflux condenser were placed 48.8 g (0.15 mol) of the compound of Example 8 and 125 ml of hexamethylphosphorictriamide. The mixture was heated with stirring under nitrogen to 80°-85° C. To this solution 126 g (1.5 mol) of sodium bicarbonate powder was added portionwise followed by 20 g (0.17 mol) of allyl bromide. After 2.25 hours an additional 1.8 g (0.015 mol) of allyl bromide was added. After 29 hour... Reactants: FC(C1=CC=C(CN2CCC(CC2)=O)C=C1)(F)F (1-(4-trifluoromethylbenzyl)4-piperidone), Cl.NO (hydroxylamine hydrochloride). Product: FC(C1=CC=C(CN2CCC(CC2)=NO)C=C1)(F)F (1-(4-Trifluoromethylbenzyl)-4-piperidone oxime). Reaction SMILES: [F:1][C:2]([F:18])([F:17])[C:3]1[CH:16]=[CH:15][C:6]([CH2:7][N:8]2[CH2:13][CH2:12][C:11](=O)[CH2:10][CH2:9]2)=[CH:5][CH:4]=1.Cl.[NH2:20][OH:21]>>[F:1][C:2]([F:18])([F:17])[C:3]1[CH:16]=[CH:15][C:6]([CH2:7][N:8]2[CH2:13][CH2:12][C:11](=[N:20][OH:21])[CH2:10][CH2:9]2)=[CH:5][CH:4]=1 |f:1.2|. Procedure details: 1-(4-Trifluoromethylbenzyl)-4-piperidone oxime is prepared from 1-(4-trifluoromethylbenzyl)4-piperidone and hydroxylamine hydrochloride essentially as described above in Example 38, Scheme C, step b. The reactants are CCI, COc1cccc(C2=CCCNC2)c1, CN(C)C=O, Cl, [Na+], [Na+], O=C([O-])[O-], O. The product is CCN1CCC=C(c2cccc(OC)c2)C1. Reaction SMILES: [CH2:7]([CH3:8])[I:9].[CH3:11][O:12][c:13]1[cH:14][c:15]([C:19]2=[CH:24][CH2:23][CH2:22][NH:21][CH2:20]2)[cH:16][cH:17][cH:18]1.[CH3:25][N:26]([CH3:27])[CH:28]=[O:29].[ClH:10].[Na+:1].[Na+:2].[O-:3][C:4](=[O:5])[O-:6].[OH2:30]>>[CH2:7]([CH3:8])[N:21]1[CH2:20][C:19]([c:15]2[cH:14][c:13]([O:12][CH3:11])[cH:18][cH:17][cH:16]2)=[CH:24][CH2:23][CH2:22]1. The reactants are ClC1=NS(C2=C(N1)C=CC(=C2)Cl)(=O)=O (3,7-dichloro-4H-1,2,4-benzothiadiazine 1,1-dioxide), C(C1=CC=CC=C1)N1CC(CC1)N (1-benzyl-3-aminopyrrolidine). Reaction conditions: temperature 110 celsius, time 72 hour. Yields the product C(C1=CC=CC=C1)N1CC(CC1)NC1=NS(C2=C(N1)C=CC(=C2)Cl)(=O)=O (3-(1-Benzylpyrrolidin-3-ylamino)-7-chloro-4H-1,2,4-benzothiadiazine 1,1-dioxide). Yield: 72.9%. Reaction SMILES: Cl[C:2]1[NH:7][C:6]2[CH:8]=[CH:9][C:10]([Cl:12])=[CH:11][C:5]=2[S:4](=[O:14])(=[O:13])[N:3]=1.[CH2:15]([N:22]1[CH2:26][CH2:25][CH:24]([NH2:27])[CH2:23]1)[C:16]1[CH:21]=[CH:20][CH:19]=[CH:18][CH:17]=1>>[CH2:15]([N:22]1[CH2:26][CH2:25][CH:24]([NH:27][C:2]2[NH:7][C:6]3[CH:8]=[CH:9][C:10]([Cl:12])=[CH:11][C:5]=3[S:4](=[O:14])(=[O:13])[N:3]=2)[CH2:23]1)[C:16]1[CH:17]=[CH:18][CH:19]=[CH:20][CH:21]=1. Procedure: A suspension of 3,7-dichloro-4H-1,2,4-benzothiadiazine 1,1-dioxide (100 mg; 0.4 mmol) 1-benzyl-3-aminopyrrolidine (0.35 ml; 2.0 mmol) was stirred at 110° C. for 72 h. The reaction mixture was concentrated in vacu and the residue was purified by flash chromatography using ethyl acetate/methanol 10:1 to give oily crystals (114 mg). These were recrystallised from ethyl acetate to give the title compound as white crystals (83 mg, 53%); m.p. 208.5-209.5° C. The reactants are O1CC1CCCCCC (1,2-epoxy-octane), C(O)CN (ethanolamine). The product is OCCNCC(O)CCCCCC (N-(2-hydroxyethyl)-N-(2-hexyl-2-hydroxyethyl)amine). Isolated yield 93.0%. As a reaction SMILES: [O:1]1[CH:3]([CH2:4][CH2:5][CH2:6][CH2:7][CH2:8][CH3:9])[CH2:2]1.[CH2:10]([CH2:12][NH2:13])[OH:11]>>[OH:11][CH2:10][CH2:12][NH:13][CH2:2][CH:3]([CH2:4][CH2:5][CH2:6][CH2:7][CH2:8][CH3:9])[OH:1]. Procedure details: 50 g (0.39 mmole) of 1,2-epoxy-octane are added dropwise to 250 cm3 (4 moles) of ethanolamine at 100° C. Heating is maintained for 1 h after the addition is complete, then the excess ethanolamine is distilled in a vacuum. The residue is recrystallised from 600 cm3 of hexane, after filtration and drying. The solid residue obtained weighs 69 g (melting point 45° C., yield=93% Rf=0.62 silica/butanol/H2O/acetic acid/50/25/11). Reactants: NC1=NC=CC=C1 (2-aminopyridine), ClCSC1=C(C=C(C=C1)Cl)Br (2-Bromo-4-chlorophenyl chloromethyl sulfide). The solvent is C1=CC=CC=C1 (benzene). Product: [Cl-].NC1=[N+](C=CC=C1)CSC1=C(C=C(C=C1)Cl)Br (2-Amino-1-[[(2-bromo-4-chlorophenyl)thio]methyl]pyridinium chloride). Isolated yield 85.9%. As a reaction SMILES: [NH2:1][C:2]1[CH:7]=[CH:6][CH:5]=[CH:4][N:3]=1.[Cl:8][CH2:9][S:10][C:11]1[CH:16]=[CH:15][C:14]([Cl:17])=[CH:13][C:12]=1[Br:18]>C1C=CC=CC=1>[Cl-:8].[NH2:1][C:2]1[CH:7]=[CH:6][CH:5]=[CH:4][N+:3]=1[CH2:9][S:10][C:11]1[CH:16]=[CH:15][C:14]([Cl:17])=[CH:13][C:12]=1[Br:18] |f:3.4|. Procedure: To a solution of 18.8 g of 2-aminopyridine in 180 ml of benzene is added 54.6 g of the product from example 30, and the mixture stirred and heated under reflux for about 12 hours. The cooled mixture is filtered to give about 62.8 g of the named compound, mp about 240°-242°. The reactants are Cc1oc(-c2ccccc2)nc1COc1ccc(S(=O)(=O)Cl)cc1, Cl, Cl, O=C(O)C1Cc2ccccc2N1, [Na+], C1COCCO1, [OH-], O. Yields the product Cc1oc(-c2ccccc2)nc1COc1ccc(S(=O)(=O)N2c3ccccc3CC2C(=O)O)cc1. As a reaction SMILES: [CH3:16][c:17]1[c:18]([CH2:28][O:29][c:30]2[cH:31][cH:32][c:33]([S:36](=[O:37])(=[O:38])[Cl:39])[cH:34][cH:35]2)[n:19][c:20](-[c:22]2[cH:23][cH:24][cH:25][cH:26][cH:27]2)[o:21]1.[ClH:1].[ClH:40].[NH:2]1[CH:3]([C:11](=[O:12])[OH:13])[CH2:4][c:5]2[cH:6][cH:7][cH:8][cH:9][c:10]21.[Na+:15].[O:41]1[CH2:42][CH2:43][O:44][CH2:45][CH2:46]1.[OH-:14].[OH2:47]>>[N:2]1([S:36]([c:33]2[cH:32][cH:31][c:30]([O:29][CH2:28][c:18]3[c:17]([CH3:16])[o:21][c:20](-[c:22]4[cH:23][cH:24][cH:25][cH:26][cH:27]4)[n:19]3)[cH:35][cH:34]2)(=[O:37])=[O:38])[CH:3]([C:11](=[O:12])[OH:13])[CH2:4][c:5]2[cH:6][cH:7][cH:8][cH:9][c:10]21. The reactants are ClC1=CC=C(C=C1)C(C1=C(C=NC=2N(C(N(C(C21)=O)CCCOC2OCCCC2)=O)C)OC=2C=NC=C(C2)C(F)(F)F)O (5-((4-chlorophenyl)(hydroxy)methyl)-1-methyl-3-(3-((tetrahydro-2H-pyran-2-yl)oxy)propyl)-6-((5-(trifluoromethyl)pyridin-3-yl)oxy)pyrido[2,3-d]pyrimidine-2,4(1H,3H)-dione). Reagents/catalysts: [Zn] (Zn). Run in C(=O)O (HCOOH). Reaction conditions: temperature 50 celsius. The product is C(=O)OCCCN1C(N(C2=C(C1=O)C(=C(C=N2)OC=2C=NC=C(C2)C(F)(F)F)CC2=CC=C(C=C2)Cl)C)=O (3-(5-(4-chlorobenzyl)-1-methyl-2,4-dioxo-6-((5-(trifluoromethyl)pyridin-3-yl)oxy)-1,2-dihydropyrido[2,3-d]pyrimidin-3(4H)-yl)propyl formate). Isolated yield 29.8%. RXN SMILES: [Cl:1][C:2]1[CH:7]=[CH:6][C:5]([CH:8](O)[C:9]2[C:18]3[C:17](=[O:19])[N:16]([CH2:20][CH2:21][CH2:22][O:23][CH:24]4CCCC[O:25]4)[C:15](=[O:30])[N:14]([CH3:31])[C:13]=3[N:12]=[CH:11][C:10]=2[O:32][C:33]2[CH:34]=[N:35][CH:36]=[C:37]([C:39]([F:42])([F:41])[F:40])[CH:38]=2)=[CH:4][CH:3]=1>C(O)=O.[Zn]>[CH:24]([O:23][CH2:22][CH2:21][CH2:20][N:16]1[C:17](=[O:19])[C:18]2[C:9]([CH2:8][C:5]3[CH:4]=[CH:3][C:2]([Cl:1])=[CH:7][CH:6]=3)=[C:10]([O:32][C:33]3[CH:34]=[N:35][CH:36]=[C:37]([C:39]([F:41])([F:42])[F:40])[CH:38]=3)[CH:11]=[N:12][C:13]=2[N:14]([CH3:31])[C:15]1=[O:30])=[O:25]. Procedure: To a solution of 5-((4-chlorophenyl)(hydroxy)methyl)-1-methyl-3-(3-((tetrahydro-2H-pyran-2-yl)oxy)propyl)-6-((5-(trifluoromethyl)pyridin-3-yl)oxy)pyrido[2,3-d]pyrimidine-2,4(1H,3H)-dione (172 mg, 0.277 mmol) in HCOOH (5 mL) was added Zn dust (88.5 mg, 1.385 mmol) at 20° C. The reaction was heated at 50° C. for 2 h, cooled to RT and filtered. The filtrate was concentrated to a residue which was purified by Prep TLC eluted with PE/EA (1:1) to give 3-(5-(4-chlorobenzyl)-1-methyl-2,4-dioxo-6-((5-(tr...